This data is from the Open Reaction Database (ORD), a public repository of structured organic reaction records. The task is: describe an organic reaction: reactants, conditions, products, and yield The reactants are COCCOCc1cc(Br)ccc1OC, [Li]CCCC, C1CCOC1, CCCCCC, CCOC(=O)Cl, Cl. The product is CCOC(=O)c1ccc(OC)c(COCCOC)c1. As a reaction SMILES: [Br:1][c:2]1[cH:3][c:4]([CH2:10][O:11][CH2:12][CH2:13][O:14][CH3:15])[c:5]([O:8][CH3:9])[cH:6][cH:7]1.[CH2:16]([Li:17])[CH2:18][CH2:19][CH3:20].[CH2:34]1[O:35][CH2:36][CH2:37][CH2:38]1.[CH3:21][CH2:22][CH2:23][CH2:24][CH2:25][CH3:26].[Cl:27][C:28](=[O:29])[O:30][CH2:31][CH3:32].[ClH:33]>>[c:2]1([C:28](=[O:29])[O:30][CH2:31][CH3:32])[cH:3][c:4]([CH2:10][O:11][CH2:12][CH2:13][O:14][CH3:15])[c:5]([O:8][CH3:9])[cH:6][cH:7]1.